From a dataset of the Open Reaction Database (ORD), a public repository of structured organic reaction records. describe an organic reaction: reactants, conditions, products, and yield The reactants are C(CCCCCCCCCCC)OS(=O)(=O)[O-].[Na+] (sodium dodecylsulfate), [OH-].[Na+] (sodium hydroxide), S(=O)(=O)([O-])OOS(=O)(=O)[O-].[Na+].[Na+] (sodium persulfate), solution, S(=O)(=O)(OCCCCCCCCCCCC)[O-].[Na+] (sodium dodecyl sulfate), C=C1C(=O)OCC1 (α-methylene-γ-butyrolactone), C(C=C)(=O)O (acrylic acid), C(C=C)OCC(CO)(CO)CO (pentaerythritol allyl ether), C=C1C(=O)OCC1 (α-methylene-γ-butyrolactone), C(C=C)(=O)O (acrylic acid), C(C=C)OCC(CO)(CO)CO (pentaerythritol allyl ether). Solvent: O (water), O (water). Reaction conditions: temperature 75 celsius, time 5 minute. The product is C=C1C(=O)OCC1.C(C=C)(=O)O.C(C=C)OCC(CO)(CO)CO (α-methylene-γ-butyrolactone acrylic acid pentaerythritol allyl ether). Reaction SMILES: [CH2:1]=[C:2]1[CH2:7][CH2:6][O:5][C:3]1=[O:4].[C:8]([OH:12])(=[O:11])[CH:9]=[CH2:10].[CH2:13]([O:16][CH2:17][C:18]([CH2:23][OH:24])([CH2:21][OH:22])[CH2:19][OH:20])[CH:14]=[CH2:15].S([O-])(OCCCCCCCCCCCC)(=O)=O.[Na+].S(OOS([O-])(=O)=O)([O-])(=O)=O.[Na+].[Na+].[OH-].[Na+]>O>[CH2:1]=[C:2]1[CH2:7][CH2:6][O:5][C:3]1=[O:4].[C:8]([OH:12])(=[O:11])[CH:9]=[CH2:10].[CH2:13]([O:16][CH2:17][C:18]([CH2:21][OH:22])([CH2:23][OH:24])[CH2:19][OH:20])[CH:14]=[CH2:15] |f:3.4,5.6.7,8.9,11.12.13|. Procedure: The crosslinked polymer poly(α-methylene-γ-butyrolactone-acrylic acid-pentaerythritol allyl ether) was prepared by emulsion polymerization of α-methylene-γ-butyrolactone and acrylic acid with the crosslinking monomer pentaerythritol allyl ether. To a four neck round bottom glass flask, equipped with a mechanical stirrer and a thermocouple with a nitrogen inlet at the side of the inlet-tube and two dropping funnels was added the initial charge of 44.03 g of water and 0.51 g of a 20% solution of s... Reactants: COB(OC)OC (trimethoxyborane), [Cl-].[NH4+] (ammonium chloride), C(CCC)[Li] (n-Butyllithium), BrC1=C(C=C(C=C1OC)COC)OC (2-bromo-1,3-dimethoxy-5-(methoxymethyl)benzene). The solvent is O1CCCC1 (tetrahydrofuran), O1CCCC1 (tetrahydrofuran). Run at temperature -10 celsius, time 20 minute. Yields the product COC1=C(C(=CC(=C1)COC)OC)OB(O)O (2,6-Dimethoxy-4-(methoxymethyl)phenylboric acid). RXN SMILES: C([Li])CCC.Br[C:7]1[C:12]([O:13][CH3:14])=[CH:11][C:10]([CH2:15][O:16][CH3:17])=[CH:9][C:8]=1[O:18][CH3:19].C[O:21][B:22]([O:25]C)[O:23]C.[Cl-].[NH4+]>O1CCCC1>[CH3:19][O:18][C:8]1[CH:9]=[C:10]([CH2:15][O:16][CH3:17])[CH:11]=[C:12]([O:13][CH3:14])[C:7]=1[O:21][B:22]([OH:25])[OH:23] |f:3.4|. Reported procedure: n-Butyllithium (2.64M hexane solution; 182 mL) was added dropwise to a solution of 2-bromo-1,3-dimethoxy-5-(methoxymethyl)benzene (121.3 g) in tetrahydrofuran (730 mL) at −78° C., and the mixture was stirred for 20 minutes. A solution of trimethoxyborane (61.7 mL) in tetrahydrofuran (20 mL) was then added to the reaction mixture at −78° C. When internal temperature was raised to −10° C., to the reaction mixture was added saturated aqueous ammonium chloride (730 mL), and stirring was continued fo...